Dataset: the Open Reaction Database (ORD), a public repository of structured organic reaction records. Task: describe an organic reaction: reactants, conditions, products, and yield Reactants: CCCCCC (hexane), CCCCCC.C(C)(=O)OCC (hexane ethyl acetate), O1CC12CCCCCCCCCCC2 (1-oxaspiro[2.11]tetradecane), B(F)(F)F.CCOCC (boron trifluoride etherate). The solvent is CCOCC (ether). The product is C1(CCCCCCCCCCC1)C=O (Cyclododecanecarboxaldehyde). Yield: 32.0%. RXN SMILES: [O:1]1[C:3]2([CH2:14][CH2:13][CH2:12][CH2:11][CH2:10][CH2:9][CH2:8][CH2:7][CH2:6][CH2:5][CH2:4]2)[CH2:2]1.B(F)(F)F.CCOCC.CCCCCC.CCCCCC.C(OCC)(=O)C>CCOCC>[CH:3]1([CH:2]=[O:1])[CH2:14][CH2:13][CH2:12][CH2:11][CH2:10][CH2:9][CH2:8][CH2:7][CH2:6][CH2:5][CH2:4]1 |f:1.2,4.5|. Reported procedure: To 5.0 g (25.5 mmol) of 1-oxaspiro[2.11]tetradecane in 50 ml of dry ether at 0° C. is slowly added 1.8 ml (2.1 g, 14.6 mmol) of boron trifluoride etherate. The ice bath is removed and after 15 minutes at room temperature the solution is partitioned between ether and saturated sodium bicarbonate. The organic phase is evaporated to give a clear oil. Flash chromatography over silica gel using a hexane to hexane:ethyl acetate (9:1) gradient give 1.6 g (34%) of a clear oil: NMR (CDCl3) δ 1.28-1.8 (m,... Reactants: ClC1=CC=C(CNC(C(C(C)=O)=COCC)=O)C=C1 (N-(4'-chlorobenzyl)-2-ethoxymethylene-3-oxobutanamide), C(C)OC(=CC)OCC (1,1-diethoxyprop-1-ene), (6,6,7,7,8,8,8-heptafluoro-2,2-dimethyl-3,5-octanedianato)ytterbium. Solvent: C1(=CC=CC=C1)C (toluene). Reaction conditions: time 3 day. Yields the product ClC1=CC=C(CNC(=O)C=2[C@@H]([C@@H](C(OC2C)(OCC)OCC)C)OCC)C=C1 (cis-N-(4'-chlorobenzyl)-2,2-diethoxy-3,6-dimethyl-4-ethoxy-3,4-dihydro-2H-pyran-5-carboxamide). Yield: 44.0%. RXN SMILES: [Cl:1][C:2]1[CH:19]=[CH:18][C:5]([CH2:6][NH:7][C:8](=[O:17])[C:9](=[CH:13][O:14][CH2:15][CH3:16])[C:10](=[O:12])[CH3:11])=[CH:4][CH:3]=1.[CH2:20]([O:22][C:23]([O:26][CH2:27][CH3:28])=[CH:24][CH3:25])[CH3:21]>C1(C)C=CC=CC=1>[Cl:1][C:2]1[CH:3]=[CH:4][C:5]([CH2:6][NH:7][C:8]([C:9]2[C@H:13]([O:14][CH2:15][CH3:16])[C@H:24]([CH3:25])[C:23]([O:26][CH2:27][CH3:28])([O:22][CH2:20][CH3:21])[O:12][C:10]=2[CH3:11])=[O:17])=[CH:18][CH:19]=1. Procedure: N-(4'-chlorobenzyl)-2-ethoxymethylene-3-oxobutanamide (1.4 g) and tris (6,6,7,7,8,8,8-heptafluoro-2,2-dimethyl-3,5-octanedianato)ytterbium (0.26 g) were stirred in toluene (10 ml) whilst 1,1-diethoxyprop-1-ene (4 g) was added dropwise. The mixture was stirred at room temperature for 3 days and evaporated to dryness. The residual gum was triturated with petroleum ether b.p. 60°-80° C. to give a solid which was recrystallised from a mixture of toluene and petroleum ether b.p. 60°-80° C. to give ci... Reactants: CCOC=C(C(=O)OCC)C(=O)c1cc(F)c(N2CCC(NC(C)=O)C2)nc1Cl, CC(=O)OC(C)=O, CCOC([O-])[O-], NC1CC1. Product: CCOC(=O)C(=CNC1CC1)C(=O)c1cc(F)c(N2CCC(NC(C)=O)C2)nc1Cl. As a reaction SMILES: [C:14]([CH3:15])(=[O:16])[NH:17][CH:18]1[CH2:19][N:20]([c:23]2[n:24][c:25]([Cl:42])[c:26]([C:27](=[O:28])[C:29]([C:30](=[O:31])[O:32][CH2:33][CH3:34])=[CH:35][O:36][CH2:37][CH3:38])[cH:39][c:40]2[F:41])[CH2:21][CH2:22]1.[CH3:7][C:8]([O:9][C:10](=[O:11])[CH3:12])=[O:13].[CH:1]([O-:2])([O-:3])[O:4][CH2:5][CH3:6].[CH:43]1([NH2:46])[CH2:44][CH2:45]1>>[C:14]([CH3:15])(=[O:16])[NH:17][CH:18]1[CH2:19][N:20]([c:23]2[n:24][c:25]([Cl:42])[c:26]([C:27](=[O:28])[C:29]([C:30](=[O:31])[O:32][CH2:33][CH3:34])=[CH:35][NH:46][CH:43]3[CH2:44][CH2:45]3)[cH:39][c:40]2[F:41])[CH2:21][CH2:22]1.